Task: describe an organic reaction: reactants, conditions, products, and yield. Dataset: the Open Reaction Database (ORD), a public repository of structured organic reaction records Starting materials: [BH4-].[Na+] (sodium borohydride), C1(CCCCC1)SCCN1C[C@@H]([C@@H](CC1)CCC(C1=CC=NC2=CC=C(C=C12)OC)=O)CC(=O)OC (methyl (3R,4R)-1-[2-(cyclohexylthio)ethyl]-4-[3-oxo-3-(6-methoxyquinolin-4-yl)propyl]piperidine-3-acetate), solution, Cl (hydrochloric acid), O (water), product. Reagents/catalysts: [OH-].[Na+] (sodium hydroxide). Run in CCOCC (ether), CO (methanol), CCOCC (ether), C(C)OCC (diethyl ether). Run at temperature 10 celsius, time 1 hour. Product: Cl.Cl.C1(CCCCC1)SCCN1C[C@@H]([C@@H](CC1)CCC(C1=CC=NC2=CC=C(C=C12)OC)O)CC(=O)OC (methyl (3R,4R)-1-[2-(cyclohexylthio)ethyl]-4-[3-(R,S)-hydroxy-3-(6-methoxyquinolin-4-yl)propyl]piperidine-3-acetate dihydrochloride). Reaction SMILES: [BH4-].[Na+].[CH:3]1([S:9][CH2:10][CH2:11][N:12]2[CH2:17][CH2:16][C@@H:15]([CH2:18][CH2:19][C:20](=[O:33])[C:21]3[C:30]4[C:25](=[CH:26][CH:27]=[C:28]([O:31][CH3:32])[CH:29]=4)[N:24]=[CH:23][CH:22]=3)[C@@H:14]([CH2:34][C:35]([O:37][CH3:38])=[O:36])[CH2:13]2)[CH2:8][CH2:7][CH2:6][CH2:5][CH2:4]1.O.[ClH:40]>CO.[OH-].[Na+].C(OCC)C>[ClH:40].[ClH:40].[CH:3]1([S:9][CH2:10][CH2:11][N:12]2[CH2:17][CH2:16][C@@H:15]([CH2:18][CH2:19][CH:20]([OH:33])[C:21]3[C:30]4[C:25](=[CH:26][CH:27]=[C:28]([O:31][CH3:32])[CH:29]=4)[N:24]=[CH:23][CH:22]=3)[C@@H:14]([CH2:34][C:35]([O:37][CH3:38])=[O:36])[CH2:13]2)[CH2:8][CH2:7][CH2:6][CH2:5][CH2:4]1 |f:0.1,6.7,9.10.11|. Procedure details: 0.42 g of sodium borohydride was added portionwise for approximately 1 hour with stirring and under an inert atmosphere, to a solution cooled to a temperature in the region of 15° C., of 3.5 g of methyl (3R,4R)-1-[2-(cyclohexylthio)ethyl]-4-[3-oxo-3-(6-methoxyquinolin-4-yl)propyl]piperidine-3-acetate in 50 cm3 of methanol to which had been added 1 drop of 5N sodium hydroxide solution. The mixture was stirred for 2 hours at this temperature and then cooled to approximately 10° C. 10 cm3 of water ... Reactants: CN(C(NC1=CC=C(C=C1)O)=O)C (p-(N',N'-dimethylureido)-phenol), C(C)(C)NCC(CCl)O (3-isopropylamino-2-hydroxy-1-chloropropane), C([O-])([O-])=O.[K+].[K+] (potassium carbonate). Procedure details: A mixture of 20 g of p-(N',N'-dimethylureido)-phenol, 15 g of 3-isopropylamino-2-hydroxy-1-chloropropane, and 20 g of finely ground potassium carbonate in 250 ml of acetone is stirred at 50° for 5 hours. The solid part of the mixture is filtered off and the acetone solution is evaporated in a vacuum. The residue is dissolved in 100 ml of 2N hydrochloric acid, the undissolved part is filtered off and the remaining mixture is extracted with methylene chloride. The aqueous phase is rendered alkalin... Conditions: time 5 hour. As a reaction SMILES: [CH3:1][N:2]([CH3:13])[C:3](=[O:12])[NH:4][C:5]1[CH:10]=[CH:9][C:8]([OH:11])=[CH:7][CH:6]=1.[CH:14]([NH:17][CH2:18][CH:19]([OH:22])[CH2:20]Cl)([CH3:16])[CH3:15].C(=O)([O-])[O-].[K+].[K+]>CC(C)=O>[CH3:1][N:2]([CH3:13])[C:3](=[O:12])[NH:4][C:5]1[CH:10]=[CH:9][C:8]([O:11][CH2:20][CH:19]([OH:22])[CH2:18][NH:17][CH:14]([CH3:16])[CH3:15])=[CH:7][CH:6]=1 |f:2.3.4|. The solvent is CC(=O)C (acetone). Product: CN(C(NC1=CC=C(OCC(CNC(C)C)O)C=C1)=O)C (1-[p-(N',N'-dimethylureido)-phenoxy]-2-hydroxy-3-isopropylaminopropane). Starting materials: Cl.C1(CC1)N(C(C1=CC=C(C=C1)C1=CN=CO1)=O)C1CCNCC1 (N-cyclopropyl-4-oxazol-5-yl-N-piperidin-4-yl-benzamide hydrochloride), COC(=O)C1=NC=C(N=C1)Cl (5-chloro-pyrazine-2-carboxylic acid methyl ester). Run in CN1C(CCC1)=O (N-methylpyrrolidinone). Yields the product COC(=O)C1=NC=C(N=C1)N1CCC(CC1)N(C(C1=CC=C(C=C1)C1=CN=CO1)=O)C1CC1 (5-{4-[Cyclopropyl-(4-oxazol-5-yl-benzoyl)-amino]-piperidin-1-yl}-pyrazine-2-carboxylic acid methyl ester). As a reaction SMILES: Cl.[CH:2]1([N:5]([CH:19]2[CH2:24][CH2:23][NH:22][CH2:21][CH2:20]2)[C:6](=[O:18])[C:7]2[CH:12]=[CH:11][C:10]([C:13]3[O:17][CH:16]=[N:15][CH:14]=3)=[CH:9][CH:8]=2)[CH2:4][CH2:3]1.[CH3:25][O:26][C:27]([C:29]1[CH:34]=[N:33][C:32](Cl)=[CH:31][N:30]=1)=[O:28]>CN1CCCC1=O>[CH3:25][O:26][C:27]([C:29]1[CH:34]=[N:33][C:32]([N:22]2[CH2:23][CH2:24][CH:19]([N:5]([CH:2]3[CH2:4][CH2:3]3)[C:6](=[O:18])[C:7]3[CH:8]=[CH:9][C:10]([C:13]4[O:17][CH:16]=[N:15][CH:14]=4)=[CH:11][CH:12]=3)[CH2:20][CH2:21]2)=[CH:31][N:30]=1)=[O:28] |f:0.1|. Procedure details: The title compound is prepared from N-cyclopropyl-4-oxazol-5-yl-N-piperidin-4-yl-benzamide hydrochloride and 5-chloro-pyrazine-2-carboxylic acid methyl ester following a procedure analogous to that described in Example 19 using N-methylpyrrolidinone as solvent. LC (method 16): tR=0.44 min; Mass spectrum (ESI+): m/z=448 [M+H]+. Starting materials: CCN(C(C)C)C(C)C, CS(=O)(=O)Cl, ClCCl, CCOC(=O)c1sc2cc(CO)ccc2c1S(=O)c1cccc(OC)c1. Product: CCOC(=O)c1sc2cc(COS(C)(=O)=O)ccc2c1S(=O)c1cccc(OC)c1. As a reaction SMILES: [CH2:32]([N:33]([CH:34]([CH3:35])[CH3:36])[CH:37]([CH3:38])[CH3:39])[CH3:40].[CH3:1][S:2]([Cl:3])(=[O:4])=[O:5].[Cl:41][CH2:42][Cl:43].[OH:6][CH2:7][c:8]1[cH:9][cH:10][c:11]2[c:12]([s:13][c:14]([C:26](=[O:27])[O:28][CH2:29][CH3:30])[c:15]2[S:16](=[O:17])[c:18]2[cH:19][c:20]([O:24][CH3:25])[cH:21][cH:22][cH:23]2)[cH:31]1>>[CH3:1][S:2](=[O:4])(=[O:5])[O:6][CH2:7][c:8]1[cH:9][cH:10][c:11]2[c:12]([s:13][c:14]([C:26](=[O:27])[O:28][CH2:29][CH3:30])[c:15]2[S:16](=[O:17])[c:18]2[cH:19][c:20]([O:24][CH3:25])[cH:21][cH:22][cH:23]2)[cH:31]1. The reactants are CC1=CC=C(C=C1)C1=CC=C2C=C(NC2=C1)C(=O)OCC (ethyl 6-(4-methylphenyl)-1H-indole-2-carboxylate), aqueous solution, [OH-].[Na+] (sodium hydroxide), Cl (hydrochloric acid). The solvent is C(C)O.C1CCOC1 (ethanol THF). Reaction conditions: time 64 hour. Product: CC1=CC=C(C=C1)C1=CC=C2C=C(NC2=C1)C(=O)O (6-(4-methylphenyl)-1H-indole-2-carboxylic acid). Yield: 94.3%. Reaction SMILES: [CH3:1][C:2]1[CH:7]=[CH:6][C:5]([C:8]2[CH:16]=[C:15]3[C:11]([CH:12]=[C:13]([C:17]([O:19]CC)=[O:18])[NH:14]3)=[CH:10][CH:9]=2)=[CH:4][CH:3]=1.[OH-].[Na+].Cl>C(O)C.C1COCC1>[CH3:1][C:2]1[CH:3]=[CH:4][C:5]([C:8]2[CH:16]=[C:15]3[C:11]([CH:12]=[C:13]([C:17]([OH:19])=[O:18])[NH:14]3)=[CH:10][CH:9]=2)=[CH:6][CH:7]=1 |f:1.2,4.5|. Procedure: Into a mixed solution of ethyl 6-(4-methylphenyl)-1H-indole-2-carboxylate (0.6 g) in ethanol/THF (10/10 ml) was added at room temperature a 2 N aqueous solution of sodium hydroxide (5 ml), and the resulting mixture was stirred for 64 hours. After addition of 1 N hydrochloric acid (15 ml), the reaction mixture was concentrated under reduced pressure. Water was added to the residue, and the resulting mixture was extracted with ethyl acetate. The organic layer was washed with an aqueous saturated s... Reported procedure: To a solution of 3-bromo-10-(8-methyl-8-aza-bicyclo[3.2.1]oct-3-yl)-10H-phenothiazine, 3i (1.0 g, 2.49 mmol) in 1,2-dichloroethane (15 mL) were added 1-chloroethyl chloroformate (807 μL, 7.5 mmol) and N,N-diisopropyl-N-ethylamine (1.4 mL, 7.97 mmol). The mixture was heated to reflux for 2.5 h, allowed to cool to rt, and evaporated. The mixture was evaporated and the residue was dissolved in methanol (15 mL) and heated to reflux for 1 h. After work-up, the residue was purified via flash column ch... The solvent is ClCCCl (1,2-dichloroethane). Reaction SMILES: [Br:1][C:2]1[CH:3]=[CH:4][C:5]2[N:6]([CH:16]3[CH2:22][CH:21]4[N:23](C)[CH:18]([CH2:19][CH2:20]4)[CH2:17]3)[C:7]3[C:12]([S:13][C:14]=2[CH:15]=1)=[CH:11][CH:10]=[CH:9][CH:8]=3.ClC(OC(Cl)C)=O.C(N(C(C)C)CC)(C)C>ClCCCl>[CH:21]12[NH:23][CH:18]([CH2:19][CH2:20]1)[CH2:17][CH:16]([N:6]1[C:5]3[CH:4]=[CH:3][C:2]([Br:1])=[CH:15][C:14]=3[S:13][C:12]3[C:7]1=[CH:8][CH:9]=[CH:10][CH:11]=3)[CH2:22]2. Product: C12CC(CC(CC1)N2)N2C1=CC=CC=C1SC=1C=C(C=CC21)Br (10-(8-Aza-bicyclo[3.2.1]oct-3-yl)-3-bromo-10H-phenothiazine). The reactants are BrC=1C=CC=2N(C3=CC=CC=C3SC2C1)C1CC2CCC(C1)N2C (3-bromo-10-(8-methyl-8-aza-bicyclo[3.2.1]oct-3-yl)-10H-phenothiazine), BrC=1C=CC=2N(C3=CC=CC=C3SC2C1)C1CC2CCC(C1)N2C (3-Bromo-10-(8-methyl-8-aza-bicyclo[3.2.1]oct-3-yl)-10H-phenothiazine), ClC(=O)OC(C)Cl (1-chloroethyl chloroformate), C(C)(C)N(CC)C(C)C (N,N-diisopropyl-N-ethylamine). Reactants: COC(=O)c1c(I)cccc1CBr, CCOC(C)=O, Cc1ccccc1, CCCCCC, NCCCc1ccc(Oc2ccc(F)cc2)cc1, [K+], [K+], O=C([O-])[O-]. Product: O=C1c2c(I)cccc2CN1CCCc1ccc(Oc2ccc(F)cc2)cc1. As a reaction SMILES: [CH3:1][O:2][C:3]([c:4]1[c:5]([CH2:11][Br:12])[cH:6][cH:7][cH:8][c:9]1[I:10])=[O:13].[CH3:38][CH2:39][O:40][C:41](=[O:42])[CH3:43].[CH3:44][c:45]1[cH:46][cH:47][cH:48][cH:49][cH:50]1.[CH3:51][CH2:52][CH2:53][CH2:54][CH2:55][CH3:56].[F:14][c:15]1[cH:16][cH:17][c:18]([O:19][c:20]2[cH:21][cH:22][c:23]([CH2:26][CH2:27][CH2:28][NH2:29])[cH:24][cH:25]2)[cH:30][cH:31]1.[K+:32].[K+:33].[O-:34][C:35]([O-:36])=[O:37]>>[C:3]1(=[O:13])[c:4]2[c:5]([cH:6][cH:7][cH:8][c:9]2[I:10])[CH2:11][N:29]1[CH2:28][CH2:27][CH2:26][c:23]1[cH:22][cH:21][c:20]([O:19][c:18]2[cH:17][cH:16][c:15]([F:14])[cH:31][cH:30]2)[cH:25][cH:24]1. The reactants are CC(C)(C)OC(=O)N(Cc1cc([N+](=O)[O-])ccc1F)C(=O)OC(C)(C)C, CCN, Cl. The product is CCNc1ccc([N+](=O)[O-])cc1CN(C(=O)OC(C)(C)C)C(=O)OC(C)(C)C. As a reaction SMILES: [C:1]([CH3:2])([CH3:3])([CH3:4])[O:5][C:6](=[O:7])[N:8]([CH2:9][c:10]1[c:11]([F:19])[cH:12][cH:13][c:14]([N+:16](=[O:17])[O-:18])[cH:15]1)[C:20](=[O:21])[O:22][C:23]([CH3:24])([CH3:25])[CH3:26].[CH2:28]([CH3:29])[NH2:30].[ClH:27]>>[C:1]([CH3:2])([CH3:3])([CH3:4])[O:5][C:6](=[O:7])[N:8]([CH2:9][c:10]1[c:11]([NH:30][CH2:28][CH3:29])[cH:12][cH:13][c:14]([N+:16](=[O:17])[O-:18])[cH:15]1)[C:20](=[O:21])[O:22][C:23]([CH3:24])([CH3:25])[CH3:26].